Dataset: the Open Reaction Database (ORD), a public repository of structured organic reaction records. Task: describe an organic reaction: reactants, conditions, products, and yield Starting materials: N(=C=O)C(=O)C1=CC(=C(C(=O)OC)C=C1)OC (methyl 4-(isocyanatocarbonyl)-2-methoxybenzoate), ClC1=C(C(=CC=C1)Cl)NNC(=O)OC(C)(C)C (tert-butyl 2-(2,6-dichlorophenyl)hydrazinecarboxylate). Run in C(Cl)Cl (DCM). The product is ClC1=C(C(=CC=C1)Cl)N(NC(=O)OC(C)(C)C)C(NC(C1=CC(=C(C=C1)C(=O)OC)OC)=O)=O (tert-butyl 2-(2,6-dichlorophenyl)-2-((3-methoxy-4-(methoxycarbonyl)benzoyl)carbamoyl)hydrazinecarboxylate). The yield is 81.1%. As a reaction SMILES: [N:1]([C:4]([C:6]1[CH:15]=[CH:14][C:9]([C:10]([O:12][CH3:13])=[O:11])=[C:8]([O:16][CH3:17])[CH:7]=1)=[O:5])=[C:2]=[O:3].[Cl:18][C:19]1[CH:24]=[CH:23][CH:22]=[C:21]([Cl:25])[C:20]=1[NH:26][NH:27][C:28]([O:30][C:31]([CH3:34])([CH3:33])[CH3:32])=[O:29]>C(Cl)Cl>[Cl:18][C:19]1[CH:24]=[CH:23][CH:22]=[C:21]([Cl:25])[C:20]=1[N:26]([C:2](=[O:3])[NH:1][C:4](=[O:5])[C:6]1[CH:15]=[CH:14][C:9]([C:10]([O:12][CH3:13])=[O:11])=[C:8]([O:16][CH3:17])[CH:7]=1)[NH:27][C:28]([O:30][C:31]([CH3:34])([CH3:33])[CH3:32])=[O:29]. Reported procedure: The title compound was prepared according to the procedure described in step-1 of Intermediate-9 by using methyl 4-(isocyanatocarbonyl)-2-methoxybenzoate (0.84 g, 3.61 mmol), tert-butyl 2-(2,6-dichlorophenyl)hydrazinecarboxylate (Intermediate-44, 1.0 g, 3.61 mmol) and DCM (20 mL) to afford 1.50 g of the desired product. 1H NMR (300 MHz, DMSO d6): δ 1.35 (s, 9H), 3.80 (s, 3H), 3.87 (s, 3H), 7.28-7.42 (m, 6H), 9.57 (s, 1H), 10.85 (s, 1H); MS (m/z): 511.73 (M)+. Procedure details: To a solution of 6-(3-quinolin-4-yl-5,6-dihydro-4H-pyrrolo[1,2-b]pyrazol-2-yl)pyridine-2-carboxylic acid methyl ester (0.550 g, 1.48 mmol) in methanol (20 mL) is added lithium borohydride (35.5 mg, 1.63 mmol). The mixture is stirred 1 h, additional lithium borohydride (35.5 mg, 1.63 mmol) added, and the resulting mixture stirred at room temperature for 16 h. 4 N Hydrochloric acid (3 mL) is added slowly and the resulting mixture concentrated in vacuo. The residue is taken up in methanol (10 mL) a... As a reaction SMILES: C[O:2][C:3]([C:5]1[CH:10]=[CH:9][CH:8]=[C:7]([C:11]2[C:12]([C:19]3[C:28]4[C:23](=[CH:24][CH:25]=[CH:26][CH:27]=4)[N:22]=[CH:21][CH:20]=3)=[C:13]3[CH2:18][CH2:17][CH2:16][N:14]3[N:15]=2)[N:6]=1)=O.[BH4-].[Li+].Cl>CO>[N:22]1[C:23]2[C:28](=[CH:27][CH:26]=[CH:25][CH:24]=2)[C:19]([C:12]2[C:11]([C:7]3[N:6]=[C:5]([CH2:3][OH:2])[CH:10]=[CH:9][CH:8]=3)=[N:15][N:14]3[CH2:16][CH2:17][CH2:18][C:13]=23)=[CH:20][CH:21]=1 |f:1.2|. Yield: 58.4%. Run in CO (methanol). Product: N1=CC=C(C2=CC=CC=C12)C1=C2N(N=C1C1=CC=CC(=N1)CO)CCC2 ([6-(3-Quinolin-4-yl-5,6-dihydro-4H-pyrrolo[1,2-b]pyrazol-2-yl)-pyridin-2-yl]-methanol). Run at time 1 hour. The reactants are COC(=O)C1=NC(=CC=C1)C=1C(=C2N(N1)CCC2)C2=CC=NC1=CC=CC=C21 (6-(3-quinolin-4-yl-5,6-dihydro-4H-pyrrolo[1,2-b]pyrazol-2-yl)pyridine-2-carboxylic acid methyl ester), [BH4-].[Li+] (lithium borohydride), Cl (Hydrochloric acid), [BH4-].[Li+] (lithium borohydride). Reactants: CC(=O)Oc1cccc2c1C(=O)OC2=O, CC(=O)[O-], CC(=O)O, O=C(O)C(F)(F)F, NC1CCC(=O)NC1=O, [Na+]. The product is CC(=O)Oc1cccc2c1C(=O)N(C1CCC(=O)NC1=O)C2=O. As a reaction SMILES: [C:1]([CH3:2])(=[O:3])[O:4][c:5]1[c:6]2[c:7]([cH:13][cH:14][cH:15]1)[C:8](=[O:9])[O:10][C:11]2=[O:12].[C:32]([O-:33])(=[O:34])[CH3:35].[CH3:37][C:38](=[O:39])[OH:40].[F:16][C:17]([F:18])([F:19])[C:20]([OH:21])=[O:22].[NH2:23][CH:24]1[C:25](=[O:26])[NH:27][C:28](=[O:31])[CH2:29][CH2:30]1.[Na+:36]>>[C:1]([CH3:2])(=[O:3])[O:4][c:5]1[c:6]2[c:7]([cH:13][cH:14][cH:15]1)[C:8](=[O:10])[N:23]([CH:24]1[C:25](=[O:26])[NH:27][C:28](=[O:31])[CH2:29][CH2:30]1)[C:11]2=[O:12]. Product: C1(CC1)S(=O)(=O)NC(C1=CC=C(C=C1)C=1C([C@@H]2CC[C@]3([C@@]4(CC[C@@]5([C@@H]([C@H]4CC[C@@H]3[C@]2(CC1)C)[C@@H](CC5)C(=C)C)NCCN5CCS(CC5)(=O)=O)C)C)(C)C)=O (N-(cyclopropylsulfonyl)-4-((1R,3aS,5aR,5bR,7aR,11aS,11bR,13aR,13bR)-3a-((2-(1,1-dioxido-4-thiomorpholinyl)ethyl)amino)-1-isopropenyl-5a,5b,8,8,11a-pentamethyl-2,3,3a,4,5,5a,5b,6,7,7a,8,11,11a,11b,12,13,13a,13b-octadecahydro-1H-cyclopenta[a]chrysen-9-yl)benzamide). The yield is 12.0%. Reaction conditions: time 16 hour. Reaction SMILES: [O:1]=[S:2]1(=[O:49])[CH2:7][CH2:6][N:5]([CH2:8][CH2:9][NH:10][C@:11]23[CH2:45][CH2:44][C@@H:43]([C:46]([CH3:48])=[CH2:47])[C@@H:12]2[C@@H:13]2[C@@:26]([CH3:29])([CH2:27][CH2:28]3)[C@@:25]3([CH3:30])[C@@H:16]([C@:17]4([CH3:42])[C@@H:22]([CH2:23][CH2:24]3)[C:21]([CH3:32])([CH3:31])[C:20]([C:33]3[CH:41]=[CH:40][C:36]([C:37](Cl)=[O:38])=[CH:35][CH:34]=3)=[CH:19][CH2:18]4)[CH2:15][CH2:14]2)[CH2:4][CH2:3]1.[CH:50]1([S:53]([NH2:56])(=[O:55])=[O:54])[CH2:52][CH2:51]1.CCN(C(C)C)C(C)C>CN(C1C=CN=CC=1)C.ClCCl>[CH:50]1([S:53]([NH:56][C:37](=[O:38])[C:36]2[CH:35]=[CH:34][C:33]([C:20]3[C:21]([CH3:32])([CH3:31])[C@H:22]4[C@:17]([CH3:42])([CH2:18][CH:19]=3)[C@@H:16]3[C@:25]([CH3:30])([C@@:26]5([CH3:29])[C@H:13]([CH2:14][CH2:15]3)[C@H:12]3[C@H:43]([C:46]([CH3:48])=[CH2:47])[CH2:44][CH2:45][C@:11]3([NH:10][CH2:9][CH2:8][N:5]3[CH2:6][CH2:7][S:2](=[O:1])(=[O:49])[CH2:3][CH2:4]3)[CH2:28][CH2:27]5)[CH2:24][CH2:23]4)=[CH:41][CH:40]=2)(=[O:55])=[O:54])[CH2:52][CH2:51]1. Starting materials: O=S1(CCN(CC1)CCN[C@]12[C@@H]([C@H]3CC[C@@H]4[C@]5(CC=C(C([C@@H]5CC[C@]4([C@@]3(CC1)C)C)(C)C)C1=CC=C(C(=O)Cl)C=C1)C)[C@@H](CC2)C(=C)C)=O (4-((1R,3aS,5aR,5bR,7aR,11aS,11bR,13aR,13bR)-3a-((2-(1,1-dioxido-4-thiomorpholinyl)ethyl)amino)-1-isopropenyl-5a,5b,8,8,11a-pentamethyl-2,3,3a,4,5,5a,5b,6,7,7a,8,11,11a,11b,12,13,13a,13b-octadecahydro-1H-cyclopenta[a]chrysen-9-yl)benzoyl chloride), C1(CC1)S(=O)(=O)N (cyclopropanesulfonamide), CCN(C(C)C)C(C)C (Hunig's Base). Reagents/catalysts: CN(C)C=1C=CN=CC1 (DMAP). Reported procedure: A mixture of 4-((1R,3aS,5aR,5bR,7aR,11aS,11bR,13aR,13bR)-3a-((2-(1,1-dioxido-4-thiomorpholinyl)ethyl)amino)-1-isopropenyl-5a,5b,8,8,11a-pentamethyl-2,3,3a,4,5,5a,5b,6,7,7a,8,11,11a,11b,12,13,13a,13b-octadecahydro-1H-cyclopenta[a]chrysen-9-yl)benzoyl chloride (30 mg, 0.042 mmol), cyclopropanesulfonamide (6.15 mg, 0.051 mmol), Hunig's Base (0.022 mL, 0.127 mmol) and DMAP (2.58 mg, 0.021 mmol) in dichloromethane (1 mL) was stirred for 16 h at room temperature. The crude reaction mixture was purifie... The solvent is ClCCl (dichloromethane). The reactants are N(=O)[O-].[Na+] (sodium nitrite), [Sn](Cl)Cl (tin(II) chloride), NC1=C(C=C(C(=O)OCC)C=C1Cl)Cl (ethyl 4-amino-3,5-dichlorobenzoate). Solvent: O (water), Cl (HCl), Cl (HCl). Run at temperature 0 celsius, time 45 minute. Product: Cl.ClC=1C=C(C(=O)OCC)C=C(C1NN)Cl (ethyl 3,5-dichloro-4-hydrazinobenzoate hydrochloride). Yield: 107.9%. Reaction SMILES: [NH2:1][C:2]1[C:12]([Cl:13])=[CH:11][C:5]([C:6]([O:8][CH2:9][CH3:10])=[O:7])=[CH:4][C:3]=1[Cl:14].[N:15]([O-])=O.[Na+].[Sn](Cl)Cl>Cl.O>[ClH:13].[Cl:14][C:3]1[CH:4]=[C:5]([CH:11]=[C:12]([Cl:13])[C:2]=1[NH:1][NH2:15])[C:6]([O:8][CH2:9][CH3:10])=[O:7] |f:1.2,6.7|. Procedure details: Part A: To a stirred suspension of 4.33 g (18.5 mmol) of ethyl 4-amino-3,5-dichlorobenzoate in 8 mL conc. HCl at 0° C. was added a solution of 1.28 g (18.5 mmol) of sodium nitrite in 8 mL water dropwise. After stirring at 0° C. for 45 min, a solution of 12.52 g (55.5 mmol) tin(II) chloride in 14 ML conc. HCl was added dropwise. The reaction was sealed and placed in the refrigerator for 18 h. The solid was collected by suction filtration, washed with brine and then 2:1 petroleum ether-diethyl eth...